This data is from the Open Reaction Database (ORD), a public repository of structured organic reaction records. The task is: describe an organic reaction: reactants, conditions, products, and yield Starting materials: ClC1=C(C=CC=C1)C1CC(=NN1C1=CC=C(C=C1)N1CCN(CC1)C(=O)OC(C)(C)C)C(O)(C(F)(F)F)C(F)(F)F (5-(2-chloro-phenyl)-1-[4-(4-BOC-piperazin-1-yl)-phenyl]-3-[di-(trifluoromethyl)-hydroxy-methyl]-4,5-dihydro-1H-pyrazole), Cl (hydrochloric acid). Solvent: C(C)(=O)OCC (ethyl acetate). Conditions: time 1 hour. Yields the product Cl.ClC1=C(C=CC=C1)C1CC(=NN1C1=CC=C(C=C1)N1CCNCC1)C(O)(C(F)(F)F)C(F)(F)F (5-(2-chloro-phenyl)-1-[4-(piperazin-1-yl)-phenyl]-3-[di-(trifluoromethyl)-hydroxy-methyl]-4,5-dihydro-1H-pyrazole hydrochloride). Isolated yield 216.1%. As a reaction SMILES: [Cl:1][C:2]1[CH:7]=[CH:6][CH:5]=[CH:4][C:3]=1[CH:8]1[N:12]([C:13]2[CH:18]=[CH:17][C:16]([N:19]3[CH2:24][CH2:23][N:22](C(OC(C)(C)C)=O)[CH2:21][CH2:20]3)=[CH:15][CH:14]=2)[N:11]=[C:10]([C:32]([C:38]([F:41])([F:40])[F:39])([C:34]([F:37])([F:36])[F:35])[OH:33])[CH2:9]1.Cl>C(OCC)(=O)C>[ClH:1].[Cl:1][C:2]1[CH:7]=[CH:6][CH:5]=[CH:4][C:3]=1[CH:8]1[N:12]([C:13]2[CH:14]=[CH:15][C:16]([N:19]3[CH2:24][CH2:23][NH:22][CH2:21][CH2:20]3)=[CH:17][CH:18]=2)[N:11]=[C:10]([C:32]([C:34]([F:36])([F:35])[F:37])([C:38]([F:40])([F:41])[F:39])[OH:33])[CH2:9]1 |f:3.4|. Procedure details: 5-(2-Chloro-phenyl)-1-[4-(4-BOC-piperazin-1-yl)-phenyl]-3-[di-(trifluoromethyl)-hydroxy-methyl]-4,5-dihydro-1H-pyrazole (280.0 mg, 0.46 mmol) prepared in Example 426 was added to a saturated solution of hydrochloric acid in ethyl acetate (2.0 mL). The reaction mixture was stirred at room temperature for 1 hour and then concentrated under reduced pressure to give 270.0 mg of the titled compound as a yellow liquid. Reactants: ClC=1C=CC=C2C=CNC12 (7-Chloroindole), ClC(C)Cl (dichloroethane), C[Si](C)(C)OS(=O)(=O)Cl (Trimethylsilylchlorosulfonate). Run at temperature -10 celsius. The product is ClC=1C=C2C(=CNC2=CC1)S(=O)(=O)O (5-chloro-1H-indole-3-sulfonic acid). RXN SMILES: Cl[C:2]1[CH:3]=[CH:4][CH:5]=[C:6]2[C:10]=1[NH:9][CH:8]=[CH:7]2.C[Si]([O:15][S:16](Cl)(=[O:18])=[O:17])(C)C.[Cl:20]C(Cl)C>>[Cl:20][C:4]1[CH:5]=[C:6]2[C:10](=[CH:2][CH:3]=1)[NH:9][CH:8]=[C:7]2[S:16]([OH:18])(=[O:17])=[O:15]. Procedure: 7-Chloroindole (1.51 g, 10 mmole) was dissolved in 2 ml dichloroethane and cooled under nitrogen to −10° C. in an ice-salt-acetone bath. Trimethylsilylchlorosulfonate (1.89 g, 1.6 ml, 10 mmole) was slowly added with stirring. Upon termination of the addition, the reaction was allowed to warm to room temperature and stirred for 30 min at this temperature. The dark red solution was evaporated to dryness and the solvent was replaced with 50 ml ethyl acetate. Methanol (5 ml) was added and the solven...